Dataset: the Open Reaction Database (ORD), a public repository of structured organic reaction records. Task: describe an organic reaction: reactants, conditions, products, and yield Starting materials: C(C)OC(=O)N1CCN(CC1)C([C@H](CCC(=O)OC(C)(C)C)NC(=O)C1=NN(C(=C1)OCC(=O)N1CC(CC1)C(=O)OCC1=CC=CC=C1)C1=CC=CC=C1)=O (4-[(S)-2-({5-[2-(3-benzyloxycarbonyl-pyrrolidin-1-yl)-2-oxo-ethoxy]-1-phenyl-1H-pyrazole-3-carbonyl}-amino)-4-tert-butoxycarbonyl-butyryl]-piperazine-1-carboxylic acid ethyl ester). Reagents/catalysts: [Pd] (Pd/C). Run in C(C)(=O)OCC (ethyl acetate). Conditions: time 24 hour. Product: C(C)OC(=O)N1CCN(CC1)C([C@H](CCC(=O)OC(C)(C)C)NC(=O)C1=NN(C(=C1)OCC(=O)N1CC(CC1)C(=O)O)C1=CC=CC=C1)=O (4-[(S)-4-tert-Butoxycarbonyl-2-({5-[2-(3-carboxy-pyrrolidin-1-yl)-2-oxo-ethoxy]-1-phenyl-1H-pyrazole-3-carbonyl}-amino)-butyryl]-piperazine-1-carboxylic acid ethyl ester). Reaction SMILES: [CH2:1]([O:3][C:4]([N:6]1[CH2:11][CH2:10][N:9]([C:12](=[O:56])[C@@H:13]([NH:23][C:24]([C:26]2[CH:30]=[C:29]([O:31][CH2:32][C:33]([N:35]3[CH2:39][CH2:38][CH:37]([C:40]([O:42]CC4C=CC=CC=4)=[O:41])[CH2:36]3)=[O:34])[N:28]([C:50]3[CH:55]=[CH:54][CH:53]=[CH:52][CH:51]=3)[N:27]=2)=[O:25])[CH2:14][CH2:15][C:16]([O:18][C:19]([CH3:22])([CH3:21])[CH3:20])=[O:17])[CH2:8][CH2:7]1)=[O:5])[CH3:2]>C(OCC)(=O)C.[Pd]>[CH2:1]([O:3][C:4]([N:6]1[CH2:7][CH2:8][N:9]([C:12](=[O:56])[C@@H:13]([NH:23][C:24]([C:26]2[CH:30]=[C:29]([O:31][CH2:32][C:33]([N:35]3[CH2:39][CH2:38][CH:37]([C:40]([OH:42])=[O:41])[CH2:36]3)=[O:34])[N:28]([C:50]3[CH:55]=[CH:54][CH:53]=[CH:52][CH:51]=3)[N:27]=2)=[O:25])[CH2:14][CH2:15][C:16]([O:18][C:19]([CH3:22])([CH3:21])[CH3:20])=[O:17])[CH2:10][CH2:11]1)=[O:5])[CH3:2]. Procedure: To a solution of 2.32 g 4-[(S)-2-({5-[2-(3-benzyloxycarbonyl-pyrrolidin-1-yl)-2-oxo-ethoxy]-1-phenyl-1H-pyrazole-3-carbonyl}-amino)-4-tert-butoxycarbonyl-butyryl]-piperazine-1-carboxylic acid ethyl ester in 50 ml ethyl acetate was added 1.0 g Pd/C (10%) and the suspension stirred under an atmosphere of hydrogen (3 bar) for 24 h. The reaction mixture was filtrated over a plug of Celite, washed with ethyl acetate and concentrated. Reactants: N1CCOCC1 (morpholine), C([O-])([O-])=O.[K+].[K+] (potassium carbonate), C(#N)C(CC(C)C)NC(=O)C1C(CCCC1)NC(=O)C=1N(C2=CC(=CC=C2C1)Cl)CCCCl (6-Chloro-1-(3-chloro-propyl)-1H-indole-2-carboxylic acid [2-(1-cyano-3-methyl-butylcarbamoyl)-cyclohexyl]-amide). Solvent: CN(C)C=O (DMF). Conditions: time 48 hour. Yields the product C(#N)C(CC(C)C)NC(=O)C1C(CCCC1)NC(=O)C=1N(C2=CC(=CC=C2C1)Cl)CCCN1CCOCC1 (6-chloro-1-(3-morpholin-4-yl-propyl)-1H-indole-2-carboxylic acid [2-(1-cyano-3-methyl-butylcarbamoyl)-cyclohexyl]-amide). Isolated yield 27.1%. RXN SMILES: [NH:1]1[CH2:6][CH2:5][O:4][CH2:3][CH2:2]1.C(=O)([O-])[O-].[K+].[K+].[C:13]([CH:15]([NH:20][C:21]([CH:23]1[CH2:28][CH2:27][CH2:26][CH2:25][CH:24]1[NH:29][C:30]([C:32]1[N:33]([CH2:42][CH2:43][CH2:44]Cl)[C:34]2[C:39]([CH:40]=1)=[CH:38][CH:37]=[C:36]([Cl:41])[CH:35]=2)=[O:31])=[O:22])[CH2:16][CH:17]([CH3:19])[CH3:18])#[N:14]>CN(C=O)C>[C:13]([CH:15]([NH:20][C:21]([CH:23]1[CH2:28][CH2:27][CH2:26][CH2:25][CH:24]1[NH:29][C:30]([C:32]1[N:33]([CH2:42][CH2:43][CH2:44][N:1]2[CH2:6][CH2:5][O:4][CH2:3][CH2:2]2)[C:34]2[C:39]([CH:40]=1)=[CH:38][CH:37]=[C:36]([Cl:41])[CH:35]=2)=[O:31])=[O:22])[CH2:16][CH:17]([CH3:19])[CH3:18])#[N:14] |f:1.2.3|. Procedure: To a stirred slurry of morpholine (0.05 ml, 0.51 mmol) and potassium carbonate (0.09 g, 0.68 mmol) in DMF (1.2 ml) was added 6-Chloro-1-(3-chloro-propyl)-1H-indole-2-carboxylic acid [2-(1-cyano-3-methyl-butylcarbamoyl)-cyclohexyl]-amide from Example 19 (0.17 g, 0.34 mmol) at room temperature. The reaction was stirred for 48 hours before being partitioned between ethyl acetate and 1N NaOH. The organic layer was washed with brine, dried over magnesium sulfate and concentrated in vacuo. The resulti...